This data is from the Open Reaction Database (ORD), a public repository of structured organic reaction records. The task is: describe an organic reaction: reactants, conditions, products, and yield The reactants are C(=O)(O)COC1=C(C(=O)O)C=C(C=C1)OC1=CC(=C(C=C1)C(F)(F)F)Cl (2-(carboxymethoxy)-5-[(2-chloro -α,α,α-trifluoro-p-tolyl)oxy]benzoic acid), C(Cl)Cl (methylene chloride), C(C(=O)Cl)(=O)Cl (oxalyl chloride). Reagents/catalysts: CN(C=O)C (N,N-dimethylformamide). Solvent: C1(=CC=CC=C1)C (toluene). Conditions: temperature -8 celsius. Yields the product ClC(=O)COC1=C(C(=O)Cl)C=C(C=C1)OC1=CC(=C(C=C1)C(F)(F)F)Cl (2-[(Chloroformyl)methoxy]-5-[(2-chloro-α,α,α-trifluoro-p-tolyl)oxy]benzoyl chloride). Yield: 95.4%. As a reaction SMILES: C(CO[C:6]1[CH:14]=[CH:13][C:12]([O:15][C:16]2[CH:21]=[CH:20][C:19]([C:22]([F:25])([F:24])[F:23])=[C:18]([Cl:26])[CH:17]=2)=[CH:11][C:7]=1[C:8](O)=[O:9])(O)=O.[C:27](Cl)(=[O:31])[C:28]([Cl:30])=[O:29].C(Cl)[Cl:34]>CN(C)C=O.C1(C)C=CC=CC=1>[Cl:30][C:28]([CH2:27][O:31][C:6]1[CH:14]=[CH:13][C:12]([O:15][C:16]2[CH:21]=[CH:20][C:19]([C:22]([F:25])([F:24])[F:23])=[C:18]([Cl:26])[CH:17]=2)=[CH:11][C:7]=1[C:8]([Cl:34])=[O:9])=[O:29]. Procedure: A mixture of 2-(carboxymethoxy)-5-[(2-chloro -α,α,α-trifluoro-p-tolyl)oxy]benzoic acid (16.0 g, 40.95 mmol) in methylene chloride is cooled to -8° C., treated with oxalyl chloride (20.8 g, 163.8 mmol) and four drops of N,N-dimethylformamide, stirred for several minutes and concentrated in vacuo to obtain a solid. The solid is dissolved in toluene and the resultant organic solution is concentrated in vacuo to give the title product as an off-white solid (16.7 g, 95.4%). The reactants are C(C)(C)C1=CC=C(OC2=CC=C(C(=O)C=CC(=O)O)C=C2)C=C1 (3-[4-(4-isopropylphenoxy)benzoyl]acrylic acid), CC1=CC=C(OC2=CC=C(C(=O)C=CC(=O)O)C=C2)C=C1 (3-[4-(4-methylphenoxy)benzoyl]acrylic acid). Product: C(C)(C)C1=CC=C(OC2=CC=C(C(=O)C=CC(=O)OCC)C=C2)C=C1 (ethyl 3-[4-(4-isopropylphenoxy)-benzoyl]acrylate). As a reaction SMILES: [CH:1]([C:4]1[CH:23]=[CH:22][C:7]([O:8][C:9]2[CH:21]=[CH:20][C:12]([C:13]([CH:15]=[CH:16][C:17]([OH:19])=[O:18])=[O:14])=[CH:11][CH:10]=2)=[CH:6][CH:5]=1)([CH3:3])[CH3:2].[CH3:24][C:25]1C=CC(OC2C=CC(C(C=CC(O)=O)=O)=CC=2)=CC=1>>[CH:1]([C:4]1[CH:23]=[CH:22][C:7]([O:8][C:9]2[CH:21]=[CH:20][C:12]([C:13]([CH:15]=[CH:16][C:17]([O:19][CH2:24][CH3:25])=[O:18])=[O:14])=[CH:11][CH:10]=2)=[CH:6][CH:5]=1)([CH3:3])[CH3:2]. Reported procedure: The procedure in Example 17(1) was followed, except that 6.20 g of 3-[4-(4-isopropylphenoxy)benzoyl]acrylic acid were used in place of 3-[4-(4-methylphenoxy)benzoyl]acrylic acid, to give 4.91 g of ethyl 3-[4-(4-isopropylphenoxy)-benzoyl]acrylate in the form of an oil. The reactants are c1ccc(CN2CCNCC2)cc1, CCOC(C)=O, O=C(O)c1cc(Cl)ccc1[N+](=O)[O-]. Product: O=C(O)c1cc(N2CCN(Cc3ccccc3)CC2)ccc1[N+](=O)[O-]. As a reaction SMILES: [CH2:14]([c:15]1[cH:16][cH:17][cH:18][cH:19][cH:20]1)[N:21]1[CH2:22][CH2:23][NH:24][CH2:25][CH2:26]1.[CH3:27][CH2:28][O:29][C:30](=[O:31])[CH3:32].[N+:1](=[O:2])([O-:3])[c:4]1[c:5]([C:6](=[O:7])[OH:8])[cH:9][c:10]([Cl:13])[cH:11][cH:12]1>>[N+:1](=[O:2])([O-:3])[c:4]1[c:5]([C:6](=[O:7])[OH:8])[cH:9][c:10]([N:24]2[CH2:23][CH2:22][N:21]([CH2:14][c:15]3[cH:16][cH:17][cH:18][cH:19][cH:20]3)[CH2:26][CH2:25]2)[cH:11][cH:12]1. Reactants: FC(C=1C=C(C(=O)N2[C@@H](CN(CC2)CC#C)CC2=CC(=C(C=C2)C)C)C=C(C1)C(F)(F)F)(F)F ((2R)-1-[3,5-bis(trifluoromethyl)benzoyl]-2-(3,4-dimethylbenzyl)-4-(2-propynyl)piperazine), Cl.CC1(NCCOC1)C (3,3-dimethylmorpholine hydrochloride), C=O (paraformaldehyde), C(C)(C)N(CC)C(C)C (diisopropylethylamine). Reagents/catalysts: [Cu]I (copper (1) iodide). Run in O1CCOCC1 (1,4-dioxane). Reaction conditions: temperature 70 celsius, time 1.5 hour. Yields the product FC(C=1C=C(C(=O)N2[C@@H](CN(CC2)CC#CCN2C(COCC2)(C)C)CC2=CC(=C(C=C2)C)C)C=C(C1)C(F)(F)F)(F)F ((2R)-1-[3,5-bis(trifluoromethyl)benzoyl]-2-(3,4-dimethylbenzyl)-4-[4-(3,3-dimethylmorpholino)-2-butynyl]piperazine). RXN SMILES: [F:1][C:2]([F:34])([F:33])[C:3]1[CH:4]=[C:5]([CH:26]=[C:27]([C:29]([F:32])([F:31])[F:30])[CH:28]=1)[C:6]([N:8]1[CH2:13][CH2:12][N:11]([CH2:14][C:15]#[CH:16])[CH2:10][C@H:9]1[CH2:17][C:18]1[CH:23]=[CH:22][C:21]([CH3:24])=[C:20]([CH3:25])[CH:19]=1)=[O:7].Cl.[CH3:36][C:37]1([CH3:43])[CH2:42][O:41][CH2:40][CH2:39][NH:38]1.C=O.[CH:46](N(C(C)C)CC)(C)C>O1CCOCC1.[Cu]I>[F:34][C:2]([F:1])([F:33])[C:3]1[CH:4]=[C:5]([CH:26]=[C:27]([C:29]([F:30])([F:31])[F:32])[CH:28]=1)[C:6]([N:8]1[CH2:13][CH2:12][N:11]([CH2:14][C:15]#[C:16][CH2:46][N:38]2[CH2:39][CH2:40][O:41][CH2:42][C:37]2([CH3:43])[CH3:36])[CH2:10][C@H:9]1[CH2:17][C:18]1[CH:23]=[CH:22][C:21]([CH3:24])=[C:20]([CH3:25])[CH:19]=1)=[O:7] |f:1.2|. Procedure: A mixture of (2R)-1-[3,5-bis(trifluoromethyl)benzoyl]-2-(3,4-dimethylbenzyl)-4-(2-propynyl)piperazine (0.49 g), 3,3-dimethylmorpholine hydrochloride (0.185 g), paraformaldehyde (62 mg), diisopropylethylamine (0.21 ml), and copper (1) iodide (20 mg) in 1,4-dioxane (5 ml) was stirred at 70° C. for 1.5 hours. After removal of the solvent by evaporation, the residue was purified by column chromatography on silica gel using a mixed solvent of dichloromethane and methanol (40:1). The fractions contain... The reactants are C(CCCCCCCCCCCCCCCCC)(=O)O (stearic acid), N.C(=O)=O (ammonia carbon dioxide), N (ammonia), C(=O)=O (carbon dioxide), [Zn] (zinc). Reaction conditions: temperature 60 celsius. Yields the product C(CCCCCCCCCCCCCCCCC)(=O)[O-].[NH4+] (ammonium stearate), C(CCCCCCCCCCCCCCCCC)(=O)[O-].[Zn+2].C(CCCCCCCCCCCCCCCCC)(=O)[O-] (zinc stearate). RXN SMILES: [C:1]([OH:20])(=[O:19])[CH2:2][CH2:3][CH2:4][CH2:5][CH2:6][CH2:7][CH2:8][CH2:9][CH2:10][CH2:11][CH2:12][CH2:13][CH2:14][CH2:15][CH2:16][CH2:17][CH3:18].[NH3:21].C(=O)=O.N.C(=O)=O.[Zn:29]>>[C:1]([O-:20])(=[O:19])[CH2:2][CH2:3][CH2:4][CH2:5][CH2:6][CH2:7][CH2:8][CH2:9][CH2:10][CH2:11][CH2:12][CH2:13][CH2:14][CH2:15][CH2:16][CH2:17][CH3:18].[NH4+:21].[C:1]([O-:20])(=[O:19])[CH2:2][CH2:3][CH2:4][CH2:5][CH2:6][CH2:7][CH2:8][CH2:9][CH2:10][CH2:11][CH2:12][CH2:13][CH2:14][CH2:15][CH2:16][CH2:17][CH3:18].[Zn+2:29].[C:1]([O-:20])(=[O:19])[CH2:2][CH2:3][CH2:4][CH2:5][CH2:6][CH2:7][CH2:8][CH2:9][CH2:10][CH2:11][CH2:12][CH2:13][CH2:14][CH2:15][CH2:16][CH2:17][CH3:18] |f:1.2,6.7,8.9.10|. Procedure: An ammonium stearate solution was prepared by mixing 113.5 grams of stearic acid with 567 grams of ammonia/carbon dioxide solution containing 12% of ammonia and 10% of carbon dioxide. The solution was sprayed onto 756 grams of zinc clay R591, then the mixture was mixed well and heated to 60° C. The resulting powder was heated at 110° C. for 18 hours. The dried powder was attrition milled again and then sieved with a 140 mesh sieve. The product was jet milled with the Nissen jet mill (see Example... The reactants are C(C)OC(=O)N1C(C2(C(NC(CC2C2=CC(=CC=C2)Cl)=O)C2=CC(=CC=C2)F)C2=CC=C(C=C12)Cl)=O (racemic (2′R,3R,4′S)-6-chloro-4′-(3-chlorophenyl)-2′-(3-fluorophenyl)-2,3-dihydro-2,6′-dioxospiro[indole-3,3′-piperidine]-1-carboxylic acid ethyl ester), [OH-].[Na+] (NaOH). Product: ClC1=CC=C2C(=C1)NC(C21C(NC(CC1C1=CC(=CC=C1)Cl)=O)C1=CC(=CC=C1)F)=O (racemic (2′R,3R,4′S)-6-chloro-4′-(3-chlorophenyl)-2′-(3-fluorophenyl)spiro[3H-indole-3,3′-piperidine]-2,6′(1H)-dione). Yield: 49.9%. As a reaction SMILES: C(OC([N:6]1[C:34]2[C:29](=[CH:30][CH:31]=[C:32]([Cl:35])[CH:33]=2)[C:8]2([CH:13]([C:14]3[CH:19]=[CH:18][CH:17]=[C:16]([Cl:20])[CH:15]=3)[CH2:12][C:11](=[O:21])[NH:10][CH:9]2[C:22]2[CH:27]=[CH:26][CH:25]=[C:24]([F:28])[CH:23]=2)[C:7]1=[O:36])=O)C.[OH-].[Na+]>>[Cl:35][C:32]1[CH:33]=[C:34]2[NH:6][C:7](=[O:36])[C:8]3([CH:13]([C:14]4[CH:19]=[CH:18][CH:17]=[C:16]([Cl:20])[CH:15]=4)[CH2:12][C:11](=[O:21])[NH:10][CH:9]3[C:22]3[CH:27]=[CH:26][CH:25]=[C:24]([F:28])[CH:23]=3)[C:29]2=[CH:30][CH:31]=1 |f:1.2|. Reported procedure: In a manner similar to the method described in example 4d, racemic (2′R,3R,4′S)-6-chloro-4′-(3-chlorophenyl)-2′-(3-fluorophenyl)-2,3-dihydro-2,6′-dioxospiro[indole-3,3′-piperidine]-1-carboxylic acid ethyl ester (0.35 g, 0.66 mmol) was reacted with NaOH (48 mg, 1.19 mmol) to give racemic (2′R,3R,4′S)-6-chloro-4′-(3-chlorophenyl)-2′-(3-fluorophenyl)spiro[3H-indole-3,3′-piperidine]-2,6′(1H)-dione as a white solid (Yield 0.15 g, 50%). Reactants: COC(=O)C1=NN(C(=C1)C=1SC(=CC1)Br)C1=C(C=CC=C1)Cl (5-(5-bromo-thiophen-2-yl)-1-(2-chloro-phenyl)-1H-pyrazole-3-carboxylic acid methyl ester), CS(=O)(=O)C=1C=C(C=CC1)B(O)O (3-methylsulfonylphenylboronic acid), C([O-])([O-])=O.[Na+].[Na+] (sodium carbonate). The reagents and catalysts are C1(=CC=CC=C1)P(C1=CC=CC=C1)C1=CC=CC=C1.C1(=CC=CC=C1)P(C1=CC=CC=C1)C1=CC=CC=C1.C1(=CC=CC=C1)P(C1=CC=CC=C1)C1=CC=CC=C1.C1(=CC=CC=C1)P(C1=CC=CC=C1)C1=CC=CC=C1.[Pd] (palladium tetrakis(triphenylphosphine)). Solvent: O1CCOCC1 (1,4-dioxane), O (H2O). Conditions: temperature 90 celsius, time 16 hour. Product: COC(=O)C1=NN(C(=C1)C=1SC(=CC1)C1=CC(=CC=C1)S(=O)(=O)C)C1=C(C=CC=C1)Cl (1-(2-chloro-phenyl)-5-[5-(3-methanesulfonyl-phenyl)-thiophen-2-yl]-1H-pyrazole-3-carboxylic acid methyl ester). The yield is 50.7%. Reaction SMILES: [CH3:1][O:2][C:3]([C:5]1[CH:9]=[C:8]([C:10]2[S:11][C:12](Br)=[CH:13][CH:14]=2)[N:7]([C:16]2[CH:21]=[CH:20][CH:19]=[CH:18][C:17]=2[Cl:22])[N:6]=1)=[O:4].[CH3:23][S:24]([C:27]1[CH:28]=[C:29](B(O)O)[CH:30]=[CH:31][CH:32]=1)(=[O:26])=[O:25].C(=O)([O-])[O-].[Na+].[Na+]>O1CCOCC1.O.C1(P(C2C=CC=CC=2)C2C=CC=CC=2)C=CC=CC=1.C1(P(C2C=CC=CC=2)C2C=CC=CC=2)C=CC=CC=1.C1(P(C2C=CC=CC=2)C2C=CC=CC=2)C=CC=CC=1.C1(P(C2C=CC=CC=2)C2C=CC=CC=2)C=CC=CC=1.[Pd]>[CH3:1][O:2][C:3]([C:5]1[CH:9]=[C:8]([C:10]2[S:11][C:12]([C:31]3[CH:30]=[CH:29][CH:28]=[C:27]([S:24]([CH3:23])(=[O:26])=[O:25])[CH:32]=3)=[CH:13][CH:14]=2)[N:7]([C:16]2[CH:21]=[CH:20][CH:19]=[CH:18][C:17]=2[Cl:22])[N:6]=1)=[O:4] |f:2.3.4,7.8.9.10.11|. Procedure: A mixture of 5-(5-bromo-thiophen-2-yl)-1-(2-chloro-phenyl)-1H-pyrazole-3-carboxylic acid methyl ester (8.0 g, 20 mmol), 3-methylsulfonylphenylboronic acid (5.0 g, 24 mmol), sodium carbonate (6.0 g, 56 mmol) and palladium tetrakis(triphenylphosphine) (1.2 g, 1.04 mmol) in 1,4-dioxane (100 mL) and H2O (5 mL) was stirred at 90° C. under N2 for 16 h. Solid was filtered off and washed with ethyl acetate. The filtrate was concentrated under vacuum to give a residue, which was partitioned between ethyl... Starting materials: CC(CNC1=C(C(=NC(=C1)C)OC1=CC=CC=C1)[N+](=O)[O-])C (N-(2-Methylpropyl)-6-methyl-3-nitro-2-phenoxypyridin-4-amine). Reagents/catalysts: [Pt] (Platinum on carbon). Solvent: C1(=CC=CC=C1)C (toluene), C1(=CC=CC=C1)C (toluene). Reaction conditions: time 30 minute. Product: CC(CNC1=C(C(=NC(=C1)C)OC1=CC=CC=C1)N)C (N4-(2-Methylpropyl)-6-methyl-2-phenoxypyridin-3,4-diamine). Reaction SMILES: [CH3:1][CH:2]([CH3:22])[CH2:3][NH:4][C:5]1[CH:10]=[C:9]([CH3:11])[N:8]=[C:7]([O:12][C:13]2[CH:18]=[CH:17][CH:16]=[CH:15][CH:14]=2)[C:6]=1[N+:19]([O-])=O>C1(C)C=CC=CC=1.[Pt]>[CH3:1][CH:2]([CH3:22])[CH2:3][NH:4][C:5]1[CH:10]=[C:9]([CH3:11])[N:8]=[C:7]([O:12][C:13]2[CH:18]=[CH:17][CH:16]=[CH:15][CH:14]=2)[C:6]=1[NH2:19]. Procedure: N-(2-Methylpropyl)-6-methyl-3-nitro-2-phenoxypyridin-4-amine (530 g) from Part C was dissolved in warm toluene (2.5 L). 5% Platinum on carbon (50 g) wetted with toluene was added to the resulting solution under a nitrogen atmosphere. The resulting mixture was placed in a hydrogenator, flushed multiple times with hydrogen, and filled to a hydrogen pressure of 345 kPa. The reaction was monitored by TLC and HPLC. The reaction mixture turned warn after 30 minutes, and was allowed to cooled to room t...